This data is from the Open Reaction Database (ORD), a public repository of structured organic reaction records. The task is: describe an organic reaction: reactants, conditions, products, and yield Reactants: BrC1=C(N=C2N1C=CC=C2)C(C(=O)OC)OC(C)(C)C (methyl 2-{3-bromoimidazo[1,2-a]pyridin-2-yl}-2-(tert-butoxy)acetate), C([O-])([O-])=O.[Na+].[Na+] (sodium carbonate), CC1(OB(OC1(C)C)C=1C=C2CCCOC2=CC1)C (6-(4,4,5,5-tetramethyl-1,3,2-dioxaborolan-2-yl)chroman). Reagents/catalysts: C1(=CC=CC=C1)P(C1=CC=CC=C1)C1=CC=CC=C1.C1(=CC=CC=C1)P(C1=CC=CC=C1)C1=CC=CC=C1.C1(=CC=CC=C1)P(C1=CC=CC=C1)C1=CC=CC=C1.C1(=CC=CC=C1)P(C1=CC=CC=C1)C1=CC=CC=C1.[Pd] (palladium tetrakis(triphenylphosphine)). The solvent is C1(=CC=CC=C1)C (toluene), C(C)O (ethanol), O (water), O (water). Reaction conditions: temperature 85 celsius. The product is C(C)(C)(C)OC(C(=O)OC)C=1N=C2N(C=CC=C2)C1C=1C=CC2=C(CCCO2)C1 (methyl 2-(tert-butoxy)-2-[3-(3,4-dihydro-2H-1-benzopyran-6-yl)imidazo[1,2-a]pyridin-2-yl]acetate). Yield: 44.6%. Reaction SMILES: Br[C:2]1[N:6]2[CH:7]=[CH:8][CH:9]=[CH:10][C:5]2=[N:4][C:3]=1[CH:11]([O:16][C:17]([CH3:20])([CH3:19])[CH3:18])[C:12]([O:14][CH3:15])=[O:13].C(=O)([O-])[O-].[Na+].[Na+].CC1(C)C(C)(C)OB([C:35]2[CH:36]=[C:37]3[C:42](=[CH:43][CH:44]=2)[O:41][CH2:40][CH2:39][CH2:38]3)O1>C1(C)C=CC=CC=1.C1(P(C2C=CC=CC=2)C2C=CC=CC=2)C=CC=CC=1.C1(P(C2C=CC=CC=2)C2C=CC=CC=2)C=CC=CC=1.C1(P(C2C=CC=CC=2)C2C=CC=CC=2)C=CC=CC=1.C1(P(C2C=CC=CC=2)C2C=CC=CC=2)C=CC=CC=1.[Pd].O.C(O)C>[C:17]([O:16][CH:11]([C:3]1[N:4]=[C:5]2[CH:10]=[CH:9][CH:8]=[CH:7][N:6]2[C:2]=1[C:35]1[CH:44]=[CH:43][C:42]2[O:41][CH2:40][CH2:39][CH2:38][C:37]=2[CH:36]=1)[C:12]([O:14][CH3:15])=[O:13])([CH3:20])([CH3:19])[CH3:18] |f:1.2.3,6.7.8.9.10|. Procedure details: To a solution of methyl 2-{3-bromoimidazo[1,2-a]pyridin-2-yl}-2-(tert-butoxy)acetate (25d) (60 mg, 0.175 mmol), sodium carbonate (75 mg, 0.70 mmol), 6-(4,4,5,5-tetramethyl-1,3,2-dioxaborolan-2-yl)chroman (82 mg, 0.32 mmol) and palladium tetrakis(triphenylphosphine) (20 mg, 0.018 mmol) in a mixture of toluene (1.1 mL), water (0.55 mL) and ethanol (0.48 mL) was heated at 85° C. overnight. After cooling to room temperature, the mixture was poured into water (10 mL). The aqueous layer was extracted ... Reactants: ClC1=C(C=C(C=C1)[C@H]1O[C@@H]([C@H]([C@@H]([C@H]1O)O)O)CO)CC1=CC=C(C=C1)O ((2R,3R,4R,5S,6R)-2-(4-chloro-3-(4-hydroxybenzyl)phenyl)-6-(hydroxymethyl)tetrahydro-2H-pyran-3,4,5-triol), ClC1=C(C=C(C=C1)[C@H]1O[C@@H]([C@H]([C@@H]([C@H]1O)O)O)CO)CC1=CC=C(C=C1)O ((2R,3R,4R,5S,6R)-2-(4-chloro-3-(4-hydroxybenzyl)phenyl)-6-(hydroxymethyl)tetrahydro-2H-pyran-3,4,5-triol), CC1=CC=C(C=C1)S(=O)(=O)OCC#CC1CC1 (3-cyclopropylprop-2-ynyl 4-methylbenzenesulfonate), C(=O)([O-])[O-].[Cs+].[Cs+] (Cs2CO3). Product: ClC1=C(C=C(C=C1)[C@H]1O[C@@H]([C@H]([C@@H]([C@H]1O)O)O)CO)CC1=CC=C(C=C1)OCC#CC1CC1 ((2R,3R,4R,5S,6R)-2-(4-chloro-3-(4-(3-cyclopropylprop-2-ynyloxy)benzyl)phenyl)-6-(hydroxymethyl)tetrahydro-2H-pyran-3,4,5-triol). Reported procedure: Compound AW was prepared by reaction of (2R,3R,4R,5S,6R)-2-(4-chloro-3-(4-hydroxybenzyl)phenyl)-6-(hydroxymethyl)tetrahydro-2H-pyran-3,4,5-triol (intermediate D2) with 3-cyclopropylprop-2-ynyl 4-methylbenzenesulfonate (intermediate AU) in the presence of Cs2CO3 using the same procedure as described above for compound AV. 1H NMR (CD3OD): δ 7.34˜7.30 (3H, m), 7.11˜7.08 (2H, d, J=8.8 Hz), 6.86˜6.84 (2H, d, J=8.8 Hz), 4.61 (2H, d, J=1.6 Hz), 4.58 (1H, d, J=4 Hz), 4.19˜4.17 (1H, m), 4.03˜4.00 (4H, m)... Reaction SMILES: [Cl:1][C:2]1[CH:7]=[CH:6][C:5]([C@@H:8]2[C@H:13]([OH:14])[C@@H:12]([OH:15])[C@H:11]([OH:16])[C@@H:10]([CH2:17][OH:18])[O:9]2)=[CH:4][C:3]=1[CH2:19][C:20]1[CH:25]=[CH:24][C:23]([OH:26])=[CH:22][CH:21]=1.CC1C=CC(S(O[CH2:38][C:39]#[C:40][CH:41]2[CH2:43][CH2:42]2)(=O)=O)=CC=1.C([O-])([O-])=O.[Cs+].[Cs+]>>[Cl:1][C:2]1[CH:7]=[CH:6][C:5]([C@@H:8]2[C@H:13]([OH:14])[C@@H:12]([OH:15])[C@H:11]([OH:16])[C@@H:10]([CH2:17][OH:18])[O:9]2)=[CH:4][C:3]=1[CH2:19][C:20]1[CH:21]=[CH:22][C:23]([O:26][CH2:38][C:39]#[C:40][CH:41]2[CH2:43][CH2:42]2)=[CH:24][CH:25]=1 |f:2.3.4|. Reactants: CC(C)(C)c1cc(NC(=O)C2CC2)no1, ClCCl, O=S(=O)(Cl)Cl. Product: CC(C)(C)c1onc(NC(=O)C2CC2)c1Cl. As a reaction SMILES: [C:6]([CH3:7])([CH3:8])([CH3:9])[c:10]1[cH:11][c:12]([NH:15][C:16](=[O:17])[CH:18]2[CH2:19][CH2:20]2)[n:13][o:14]1.[CH2:21]([Cl:22])[Cl:23].[S:1]([Cl:2])(=[O:3])([Cl:4])=[O:5]>>[Cl:4][c:11]1[c:10]([C:6]([CH3:7])([CH3:8])[CH3:9])[o:14][n:13][c:12]1[NH:15][C:16](=[O:17])[CH:18]1[CH2:19][CH2:20]1. Starting materials: O=C1N(C=2C3=C(C=CC2C=C1)OCCO3)CC=O ((9-oxo-2,3-dihydro[1,4]dioxino[2,3-h]quinolin-10(9H)-yl)acetaldehyde), N1CCC(CC1)NC(OC(C)(C)C)=O (1,1-dimethylethyl 4-piperidinylcarbamate), [BH-](OC(=O)C)(OC(=O)C)OC(=O)C.[Na+] (NaBH(OAc)3). The solvent is C(Cl)(Cl)Cl (chloroform), CO (MeOH). Reaction conditions: time 30 minute. Yields the product O=C1N(C=2C3=C(C=CC2C=C1)OCCO3)CCN3CCC(CC3)NC(OC(C)(C)C)=O (1,1-dimethylethyl {1-[2-(9-oxo-2,3-dihydro[1,4]dioxino[2,3-h]quinolin-10(9H)-yl)ethyl]-4-piperidinyl}carbamate). The yield is 38.0%. As a reaction SMILES: [O:1]=[C:2]1[CH:11]=[CH:10][C:9]2[CH:8]=[CH:7][C:6]3[O:12][CH2:13][CH2:14][O:15][C:5]=3[C:4]=2[N:3]1[CH2:16][CH:17]=O.[NH:19]1[CH2:24][CH2:23][CH:22]([NH:25][C:26](=[O:32])[O:27][C:28]([CH3:31])([CH3:30])[CH3:29])[CH2:21][CH2:20]1.[BH-](OC(C)=O)(OC(C)=O)OC(C)=O.[Na+]>C(Cl)(Cl)Cl.CO>[O:1]=[C:2]1[CH:11]=[CH:10][C:9]2[CH:8]=[CH:7][C:6]3[O:12][CH2:13][CH2:14][O:15][C:5]=3[C:4]=2[N:3]1[CH2:16][CH2:17][N:19]1[CH2:20][CH2:21][CH:22]([NH:25][C:26](=[O:32])[O:27][C:28]([CH3:30])([CH3:29])[CH3:31])[CH2:23][CH2:24]1 |f:2.3|. Reported procedure: (9-oxo-2,3-dihydro[1,4]dioxino[2,3-h]quinolin-10(9H)-yl)acetaldehyde (1.5 g; 6.12 mmol) and 1,1-dimethylethyl 4-piperidinylcarbamate (1.84 g; 9.18 mmol) were dissolved in a 1:1 mixture of chloroform and MeOH (50 ml:50 ml) and stirred at rt for 30 mins. NaBH(OAc)3 (5.81 g; 27.54 mmol) was added and the reaction left overnight. The solvents were then removed and the residues purified by column chromatography on silica gel using a 0-12% MeOH/DCM gradient to give the desired product (1 g; 38%). Reaction SMILES: [Li]CC[CH2:4][CH3:5].Br[C:7]1[N:8]([CH2:14][O:15][CH2:16][CH2:17][Si:18]([CH3:21])([CH3:20])[CH3:19])[C:9](Br)=[C:10]([Br:12])[N:11]=1.BrCC.CN([CH:28]=[O:29])C>C1COCC1>[Br:12][C:10]1[N:11]=[C:7]([CH2:4][CH3:5])[N:8]([CH2:14][O:15][CH2:16][CH2:17][Si:18]([CH3:21])([CH3:20])[CH3:19])[C:9]=1[CH:28]=[O:29]. Reported procedure: n-BuLi (1.42 mL of a 1.6 M solution in hexanes, 2.24 mmol) was added dropwise to a −78° C. solution of 2,4,5-tribromo-1-({[2-(trimethylsilyl)ethyl]oxy}methyl)-1H-imidazole (0.98 g, 2.24 mmol) in THF (46 mL). The reaction mixture was stirred for 30 min and bromoethane (0.17 mL, 2.24 mmol) was added dropwise. The solution was stirred for 4 h at RT, cooled to −78° C., and n-BuLi (1.42 mL of a 1.6 M solution in hexanes, 2.24 mmol) was added dropwise. After 30 mins, DMF (2 mL, 23.9 mmol) was added. T... Yields the product BrC=1N=C(N(C1C=O)COCC[Si](C)(C)C)CC (4-bromo-2-ethyl-1-({[2-(trimethylsilyl)ethyl]oxy}methyl)-1H-imidazole-5-carbaldehyde). The reactants are [Li]CCCC (n-BuLi), solution, [Li]CCCC (n-BuLi), solution, BrC=1N(C(=C(N1)Br)Br)COCC[Si](C)(C)C (2,4,5-tribromo-1-({[2-(trimethylsilyl)ethyl]oxy}methyl)-1H-imidazole), CN(C)C=O (DMF), BrCC (bromoethane). Run in hexanes, hexanes, C1CCOC1 (THF). Yield: 22.0%. Run at temperature -78 celsius, time 30 minute. Starting materials: C1(=CC=CC=C1)C(C)(C#C)O (2-phenyl-3-butyn-2-ol), BrC=1C=NC2=CC=CC=C2C1 (3-bromoquinoline), C(C)(C)NC(=O)C1=CN(C2=NC=CC=C2C1=O)C1=CC(=CC=C1)Br (N-isopropyl-1-(3-bromophenyl)-1,4-dihydro[1,8]naphthyridin-4-one-3-carboxamide). Yields the product C(C)(C)NC(=O)C1=CN(C2=NC=CC=C2C1=O)C1=CC(=CC=C1)C#CC=1C=NC2=CC=CC=C2C1 (N-Isopropyl-1-[3-(3-quinolinylethynyl)phenyl]-1,4-dihydro[1,8]naphthyridin-4-one-3-carboxamide). Reaction SMILES: [C:1]1([C:7](O)([C:9]#C)C)[CH:6]=[CH:5][CH:4]=[CH:3][CH:2]=1.Br[C:13]1[CH:14]=[N:15][C:16]2[C:21]([CH:22]=1)=[CH:20][CH:19]=[CH:18][CH:17]=2.[CH:23]([NH:26][C:27]([C:29]1[C:38](=[O:39])[C:37]2[C:32](=[N:33][CH:34]=[CH:35][CH:36]=2)[N:31](C2C=CC=C(Br)C=2)[CH:30]=1)=[O:28])([CH3:25])[CH3:24]>>[CH:23]([NH:26][C:27]([C:29]1[C:38](=[O:39])[C:37]2[C:32](=[N:33][CH:34]=[CH:35][CH:36]=2)[N:31]([C:5]2[CH:4]=[CH:3][CH:2]=[C:1]([C:7]#[C:9][C:13]3[CH:14]=[N:15][C:16]4[C:21]([CH:22]=3)=[CH:20][CH:19]=[CH:18][CH:17]=4)[CH:6]=2)[CH:30]=1)=[O:28])([CH3:25])[CH3:24]. Procedure details: Following the procedure of EXAMPLE 15, but substituting N-isopropyl-1-(3-ethynylphenyl)-1,4-dihydro[1,8]naphthyridin-4-one-3-carboxamide from Step 2 of EXAMPLE 5 for 2-phenyl-3-butyn-2-ol, and 3-bromoquinoline for N-isopropyl-1-(3-bromophenyl)-1,4-dihydro[1,8]naphthyridin-4-one-3-carboxamide, the title compound was obtained as a solid.